Dataset: the Open Reaction Database (ORD), a public repository of structured organic reaction records. Task: describe an organic reaction: reactants, conditions, products, and yield Reactants: FC1=C(C=CC(=C1)F)CC1=CN=C2C(=C(C(NC2=C1)=O)C(=O)OCC)O (ethyl 7-[(2,4-difluorophenyl)methyl]-4-hydroxy-2-oxo-1,2-dihydro-1,5-naphthyridine-3-carboxylate), COCCN (2-methoxyethylamine). Product: FC1=C(C=CC(=C1)F)CC1=CN=C2C(=C(C(NC2=C1)=O)C(=O)NCCOC)O (7-[(2,4-Difluorophenyl)methyl]-4-hydroxy-N-[2-(methyloxy)ethyl]-2-oxo-1,2-dihydro-1,5-naphthyridine-3-carboxamide). Reaction SMILES: [F:1][C:2]1[CH:7]=[C:6]([F:8])[CH:5]=[CH:4][C:3]=1[CH2:9][C:10]1[CH:19]=[C:18]2[C:13]([C:14]([OH:26])=[C:15]([C:21](OCC)=[O:22])[C:16](=[O:20])[NH:17]2)=[N:12][CH:11]=1.[CH3:27][O:28][CH2:29][CH2:30][NH2:31]>>[F:1][C:2]1[CH:7]=[C:6]([F:8])[CH:5]=[CH:4][C:3]=1[CH2:9][C:10]1[CH:19]=[C:18]2[C:13]([C:14]([OH:26])=[C:15]([C:21]([NH:31][CH2:30][CH2:29][O:28][CH3:27])=[O:22])[C:16](=[O:20])[NH:17]2)=[N:12][CH:11]=1. Reported procedure: This compound was prepared from ethyl 7-[(2,4-difluorophenyl)methyl]-4-hydroxy-2-oxo-1,2-dihydro-1,5-naphthyridine-3-carboxylate and 2-methoxyethylamine employing methods similar to those described in Example 2 and was obtained as a white solid: 1H NMR (d6-DMSO) tautomers are observed δ 11.70 (1H, br s), 10.79 (1H, br s), 10.19 (1H, br s), 8.18 (0.45H, s), 8.13 (0.55H, s), 7.43-7.36 (1H, m), 7.29-7.21 (2H, m) 7.08-7.05 (1H, m), 4.02 (2H, s), 3.44-3.37 (2H, m), 3.31 (3H, s), 3.26-3.20 (2H, m); HR... Reported procedure: Under an atmosphere of argon, 2.18 g (12.09 mmol) of 3-(3-methoxyphenyl)propionic acid was put into a three-neck flask, and tetrahydrofuran (20 mL) and tert-butylalcohol (20 mL) were added thereto. After cooling to −78° C., about 150 mL of liquid ammonia was added thereto, and then sodium was added piece by piece. After the reaction was completed, ethanol was added to stop the reaction, and ammonia was removed at room temperature. After sodium dihydrogen phosphate was added thereto to make the r... The product is COC(CCC1=CCCC(C1)O)=O (3-(5-hydroxycyclohexa-1-enyl)propionic acid methyl ester). Reaction SMILES: C[O:2][C:3]1[CH:4]=[C:5]([CH2:9][CH2:10][C:11]([OH:13])=[O:12])[CH:6]=[CH:7][CH:8]=1.N.[Na].[CH3:16][Si](C=[N+]=[N-])(C)C.[BH4-].[Na+].[Cl-].[NH4+]>C(O)C.C(O)(C)(C)C.O1CCCC1>[CH3:16][O:13][C:11](=[O:12])[CH2:10][CH2:9][C:5]1[CH2:4][CH:3]([OH:2])[CH2:8][CH2:7][CH:6]=1 |f:4.5,6.7,^1:14|. Isolated yield 35.6%. The solvent is C(C)(C)(C)O (tert-butylalcohol), O1CCCC1 (tetrahydrofuran), C(C)O (ethanol). The reactants are COC=1C=C(C=CC1)CCC(=O)O (3-(3-methoxyphenyl)propionic acid), [Na] (sodium), N (ammonia), [Cl-].[NH4+] (ammonium chloride), [BH4-].[Na+] (sodium borohydride), liquid, N (ammonia), C[Si](C)(C)C=[N+]=[N-] (trimethylsilyldiazomethane). Conditions: temperature -78 celsius, time 45 minute. Reactants: ClC1=C(C(=NC(=N1)OC)OC)C(C)C (6-chloro-2,4-dimethoxy-5-(1-methylethyl)pyrimidine), solution, C(C1=CC=CC=C1)[Mg]Cl (benzylmagnesium chloride), [Cl-].[NH4+] (ammonium chloride), Ni(Acac)2. The reagents and catalysts are [Ni] (nickel). Run in O1CCCC1 (tetrahydrofuran), O1CCCC1 (tetrahydrofuran). The product is COC1=NC(=C(C(=N1)OC)C(C)C)CC1=CC=CC=C1 (2,4-dimethoxy-5-(1-methylethyl)-6-(phenylmethyl)pyrimidine). As a reaction SMILES: Cl[C:2]1[N:7]=[C:6]([O:8][CH3:9])[N:5]=[C:4]([O:10][CH3:11])[C:3]=1[CH:12]([CH3:14])[CH3:13].[CH2:15]([Mg]Cl)[C:16]1[CH:21]=[CH:20][CH:19]=[CH:18][CH:17]=1.[Cl-].[NH4+]>[Ni].O1CCCC1>[CH3:9][O:8][C:6]1[N:5]=[C:4]([O:10][CH3:11])[C:3]([CH:12]([CH3:14])[CH3:13])=[C:2]([CH2:15][C:16]2[CH:21]=[CH:20][CH:19]=[CH:18][CH:17]=2)[N:7]=1 |f:2.3|. Reported procedure: 0.15 g of nickel catalyst of expanded formula Ni(Acac)2 is added, in a 0.25 liter three-necked Erlenmeyer flask rendered inert with nitrogen, at a temperature below 5° C. and in one step, to the mixture in solution of 15 g (0.07 mol) of the compound of Example 8, 150 ml of tetrahydrofuran and 34.6 ml (0.07 mol) of a 2M solution of benzylmagnesium chloride in tetrahydrofuran. The medium is brought back to ambient temperature and, at the end of the progression of the coupling, treated by addition ... Starting materials: CC(=O)c1ccc(NC(=O)C2CCN(C(C)C)CC2)c(C(=O)Nc2ccc(Cl)cn2)c1, CC(=O)[O-], CO, Cl, NO, [Na+]. The product is CC(NO)c1ccc(NC(=O)C2CCN(C(C)C)CC2)c(C(=O)Nc2ccc(Cl)cn2)c1. RXN SMILES: [C:1]([CH3:2])(=[O:3])[c:4]1[cH:5][cH:6][c:7]([NH:20][C:21](=[O:22])[CH:23]2[CH2:24][CH2:25][N:26]([CH:29]([CH3:30])[CH3:31])[CH2:27][CH2:28]2)[c:8]([C:9](=[O:10])[NH:11][c:12]2[n:13][cH:14][c:15]([Cl:18])[cH:16][cH:17]2)[cH:19]1.[CH3:33][C:34](=[O:35])[O-:36].[CH3:40][OH:41].[ClH:37].[NH2:38][OH:39].[Na+:32]>>[CH:1]([CH3:2])([c:4]1[cH:5][cH:6][c:7]([NH:20][C:21](=[O:22])[CH:23]2[CH2:24][CH2:25][N:26]([CH:29]([CH3:30])[CH3:31])[CH2:27][CH2:28]2)[c:8]([C:9](=[O:10])[NH:11][c:12]2[n:13][cH:14][c:15]([Cl:18])[cH:16][cH:17]2)[cH:19]1)[NH:38][OH:39].